From a dataset of the Open Reaction Database (ORD), a public repository of structured organic reaction records. describe an organic reaction: reactants, conditions, products, and yield Reactants: COc1ccc(CN(Cc2ccc(OC)cc2)c2nc(C)nc(-c3ccc(-c4ccncc4)nc3Nc3cnc(OC)c(F)c3)n2)cc1, O=C(O)C(F)(F)F. The product is COc1ncc(Nc2nc(-c3ccncc3)ccc2-c2nc(C)nc(N)n2)cc1F. As a reaction SMILES: [CH3:1][O:2][c:3]1[cH:4][cH:5][c:6]([CH2:7][N:8]([c:9]2[n:10][c:11](-[c:16]3[cH:17][cH:18][c:19](-[c:32]4[cH:33][cH:34][n:35][cH:36][cH:37]4)[n:20][c:21]3[NH:22][c:23]3[cH:24][n:25][c:26]([O:30][CH3:31])[c:27]([F:29])[cH:28]3)[n:12][c:13]([CH3:15])[n:14]2)[CH2:38][c:39]2[cH:40][cH:41][c:42]([O:43][CH3:44])[cH:45][cH:46]2)[cH:47][cH:48]1.[F:49][C:50]([F:51])([F:52])[C:53]([OH:54])=[O:55]>>[NH2:8][c:9]1[n:10][c:11](-[c:16]2[cH:17][cH:18][c:19](-[c:32]3[cH:33][cH:34][n:35][cH:36][cH:37]3)[n:20][c:21]2[NH:22][c:23]2[cH:24][n:25][c:26]([O:30][CH3:31])[c:27]([F:29])[cH:28]2)[n:12][c:13]([CH3:15])[n:14]1. Starting materials: ClC=1C=C(N)C=CC1 (3-chloroaniline), Cl (hydrochloric acid), NO (hydroxylamine), ClC(C(O)O)(Cl)Cl (chloral hydrate), S(=O)(=O)([O-])[O-].[Na+].[Na+] (sodium sulfate). Solvent: O (water), O (water), O (water), O (water). Product: CC(=O)NC1=CC(=CC=C1)Cl (3-chloroacetanilide). Reaction SMILES: Cl[C:2](Cl)(Cl)[CH:3](O)[OH:4].S([O-])([O-])(=O)=O.[Na+].[Na+].[Cl:15][C:16]1[CH:17]=[C:18]([CH:20]=[CH:21][CH:22]=1)[NH2:19].Cl.NO>O>[CH3:2][C:3]([NH:19][C:18]1[CH:20]=[CH:21][CH:22]=[C:16]([Cl:15])[CH:17]=1)=[O:4] |f:1.2.3|. Procedure: To a stirred solution of 113.23 g (0.686 mol) of chloral hydrate in 2 liters of water was added 419 g (2.95 mol) of sodium sulfate, followed by a solution prepared from 89.25 g (0.70 mol) of 3-chloroaniline, 62 ml of concentrated hydrochloric acid and 500 ml of water. A thick precipitate formed. To the reaction mixture was then added, with stirring, a solution of 155 g (2.23 mol) of hydroxylamine in 500 ml of water. Stirring was continued and the reaction mixture was warmed slowly and it was mai... Starting materials: O=C([O-])[O-], CN1CCNCC1, O=Cc1ccccc1F, [K+], [K+], O. Product: CN1CCN(c2ccccc2C=O)CC1. Reaction SMILES: [C:8](=[O:9])([O-:10])[O-:11].[CH3:1][N:2]1[CH2:3][CH2:4][NH:5][CH2:6][CH2:7]1.[F:14][c:15]1[c:16]([CH:17]=[O:18])[cH:19][cH:20][cH:21][cH:22]1.[K+:12].[K+:13].[OH2:23]>>[CH3:1][N:2]1[CH2:3][CH2:4][N:5]([c:15]2[c:16]([CH:17]=[O:18])[cH:19][cH:20][cH:21][cH:22]2)[CH2:6][CH2:7]1.